From a dataset of the Open Reaction Database (ORD), a public repository of structured organic reaction records. describe an organic reaction: reactants, conditions, products, and yield Starting materials: COC(C1=CC=C(C=C1)COC1=CC(=CC=C1)C=1C=C(C=C2C=CC=NC12)C(C)C)=O (4-[3-(6-Isopropyl-quinolin-8-yl)-phenoxymethyl]-benzoic acid methyl ester), [Li+].[OH-] (LiOH), Cl (HCl). Solvent: C1CCOC1.CO (THF MeOH). Reaction conditions: temperature 70 celsius, time 1 hour. The product is C(C)(C)C=1C=C2C=CC=NC2=C(C1)C=1C=C(OCC2=CC=C(C(=O)O)C=C2)C=CC1 (4-[3-(6-Isopropyl-quinolin-8-yl)-phenoxymethyl]-benzoic acid). As a reaction SMILES: C[O:2][C:3](=[O:31])[C:4]1[CH:9]=[CH:8][C:7]([CH2:10][O:11][C:12]2[CH:17]=[CH:16][CH:15]=[C:14]([C:18]3[CH:19]=[C:20]([CH:28]([CH3:30])[CH3:29])[CH:21]=[C:22]4[C:27]=3[N:26]=[CH:25][CH:24]=[CH:23]4)[CH:13]=2)=[CH:6][CH:5]=1.[Li+].[OH-].Cl>C1COCC1.CO>[CH:28]([C:20]1[CH:21]=[C:22]2[C:27](=[C:18]([C:14]3[CH:13]=[C:12]([CH:17]=[CH:16][CH:15]=3)[O:11][CH2:10][C:7]3[CH:6]=[CH:5][C:4]([C:3]([OH:31])=[O:2])=[CH:9][CH:8]=3)[CH:19]=1)[N:26]=[CH:25][CH:24]=[CH:23]2)([CH3:30])[CH3:29] |f:1.2,4.5|. Reported procedure: To a solution of the ester of EXAMPLE 9 (1.0 eq) in THF/MeOH (2/1; 0.1M) was added of aqueous solution of LiOH (1N; 5.0 eq). The resulting mixture was stirred 1 hour at 70° C., acidified to pH 5 using HCl (1N) and extracted with Et2O (2×). The combined organic extracts were washed with brine, dried over MgSO4, filtered and concentrated. Flash chromatography (Hex:EtOAc; 9:1 to 1:9 in 15 min) afforded the title compound as a white solid. Starting materials: BrC1=CC2=C(C(=C(O2)C(=O)C2=C(C=C(C=C2)Cl)Cl)OC)C=C1 ((6-Bromo-3-methoxybenzofuran2yl)(2,4-dichloro-phenyl)-methanone), resultant mixture, CC1(OB(OC1(C)C)C=1C=C(CNS(=O)(=O)C)C=CC1)C (N-[3-(4,4,5,5-tetramethyl-[1,3,2]dioxaborolan-2-yl)-benzyl]-methanesulfonamide), C([O-])([O-])=O.[Na+].[Na+] (sodium carbonate). The reagents and catalysts are C1=CC=C(C=C1)P([C-]2C=CC=C2)C3=CC=CC=C3.C1=CC=C(C=C1)P([C-]2C=CC=C2)C3=CC=CC=C3.Cl[Pd]Cl.[Fe+2] (Pd(dppf)2Cl2). Solvent: C1(=CC=CC=C1)C.C(C)O (toluene ethanol), CCOC(=O)C (EtOAc). Yields the product ClC1=C(C(=O)C=2OC3=C(C2OC)C=CC(=C3)C=3C=C(CNS(=O)(=O)C)C=CC3)C=CC(=C1)Cl (N-{3-[2-(2,4-Dichloro-benzoyl)-3-methoxy-benzofuran-6-yl]-benzyl}-methanesulfonamide). The yield is 30.3%. Reaction SMILES: Br[C:2]1[CH:22]=[CH:21][C:5]2[C:6]([O:19][CH3:20])=[C:7]([C:9]([C:11]3[CH:16]=[CH:15][C:14]([Cl:17])=[CH:13][C:12]=3[Cl:18])=[O:10])[O:8][C:4]=2[CH:3]=1.CC1(C)C(C)(C)OB([C:31]2[CH:32]=[C:33]([CH:40]=[CH:41][CH:42]=2)[CH2:34][NH:35][S:36]([CH3:39])(=[O:38])=[O:37])O1.C(=O)([O-])[O-].[Na+].[Na+]>C1(C)C=CC=CC=1.C(O)C.CCOC(C)=O.C1C=CC(P(C2C=CC=CC=2)[C-]2C=CC=C2)=CC=1.C1C=CC(P(C2C=CC=CC=2)[C-]2C=CC=C2)=CC=1.Cl[Pd]Cl.[Fe+2]>[Cl:18][C:12]1[CH:13]=[C:14]([Cl:17])[CH:15]=[CH:16][C:11]=1[C:9]([C:7]1[O:8][C:4]2[CH:3]=[C:2]([C:31]3[CH:32]=[C:33]([CH:40]=[CH:41][CH:42]=3)[CH2:34][NH:35][S:36]([CH3:39])(=[O:38])=[O:37])[CH:22]=[CH:21][C:5]=2[C:6]=1[O:19][CH3:20])=[O:10] |f:2.3.4,5.6,8.9.10.11|. Procedure: (6-Bromo-3-methoxybenzofuran2yl)(2,4-dichloro-phenyl)-methanone (110 mg, 0.264 mmol), prepared as described above was dissolved in toluene/ethanol (1:1 8 mL). To this solution was added N-[3-(4,4,5,5-tetramethyl-[1,3,2]dioxaborolan-2-yl)-benzyl]-methanesulfonamide (99 mg, 0.317 mmol) and aqueous sodium carbonate (2M, 1.59 mmol). The mixture was degassed with nitrogen for 30 minutes and then Pd(dppf)2Cl2 (19.32 mg, 0.03 mmol) was added. The resultant mixture was heated at 85 deg C. for 18 hours a... Starting materials: C(C)OC1=C(C(=NC(=N1)SC)N1CCS(CC1)=O)[N+](=O)[O-] (6-ethoxy-2-methylthio-5-nitro-4-(1-oxido-thiomorpholino)-pyrimidine), N1CCNCC1 (piperazine), ice water. Run in O1CCOCC1 (dioxane). Yields the product C(C)OC1=C(C(=NC(=N1)N1CCNCC1)N1CCS(CC1)=O)[N+](=O)[O-] (6-Ethoxy-5-nitro-4-(1-oxido-thiomorpholino)-2-piperazino-pyrimidine). RXN SMILES: [NH:1]1[CH2:6][CH2:5][NH:4][CH2:3][CH2:2]1.[CH2:7]([O:9][C:10]1[N:15]=[C:14](SC)[N:13]=[C:12]([N:18]2[CH2:23][CH2:22][S:21](=[O:24])[CH2:20][CH2:19]2)[C:11]=1[N+:25]([O-:27])=[O:26])[CH3:8]>O1CCOCC1>[CH2:7]([O:9][C:10]1[N:15]=[C:14]([N:1]2[CH2:6][CH2:5][NH:4][CH2:3][CH2:2]2)[N:13]=[C:12]([N:18]2[CH2:19][CH2:20][S:21](=[O:24])[CH2:22][CH2:23]2)[C:11]=1[N+:25]([O-:27])=[O:26])[CH3:8]. Reported procedure: 52 gm (0.6 mol) of piperazine were dissolved in 120 ml of boiling dioxane. 61.5 gm (0.18 mol) of 6-ethoxy-2-methylthio-5-nitro-4-(1-oxido-thiomorpholino)-pyrimidine were added over a period of 30 minutes to this solution. After refluxing for 45 minutes, the reaction mixture was poured into 1.5 liters of ice-water, and the yellow precipitate formed thereby was suction-filtered off, washed and recyrstallized from ethanol. Yield: 45.1 gm (65.8% of theory; m.p. 222°-223°C. Starting materials: CCOC(=O)NN, O=Cc1c[nH]c(Cc2ccccc2)n1, CCO, CC(=O)O. Yields the product CCOC(=O)NN=Cc1c[nH]c(Cc2ccccc2)n1. RXN SMILES: [C:18]([NH:19][NH2:20])(=[O:21])[O:22][CH2:23][CH3:24].[CH2:1]([c:2]1[cH:3][cH:4][cH:5][cH:6][cH:7]1)[c:8]1[nH:9][cH:10][c:11]([CH:13]=[O:14])[n:12]1.[CH3:15][CH2:16][OH:17].[CH3:25][C:26](=[O:27])[OH:28]>>[CH2:1]([c:2]1[cH:3][cH:4][cH:5][cH:6][cH:7]1)[c:8]1[nH:9][cH:10][c:11]([CH:13]=[N:20][NH:19][C:18](=[O:21])[O:22][CH2:23][CH3:24])[n:12]1. Starting materials: NC1=NC(=NC=2N1N=C(N2)C=2OC=CC2)NCCC2=C(C=CC=C2)OCC2=CC=CC=C2 (7-amino-5-[2-(2-benzyloxyphenyl)ethyl]amino-2-(2-furyl)-[1,2,4]triazolo[1,5-a][1,3,5]triazine), [H][H] (hydrogen). Reagents/catalysts: [Pd] (palladium on carbon). The solvent is CO (methanol). Product: NC1=NC(=NC=2N1N=C(N2)C=2OC=CC2)NCCC2=C(C=CC=C2)O (7-amino-2-(2-furyl)-5-[2-(hydroxyphenyl)ethyl]amino-[1,2,4]triazolo[1,5-a][1,3,5]triazine). As a reaction SMILES: [NH2:1][C:2]1[N:7]2[N:8]=[C:9]([C:11]3[O:12][CH:13]=[CH:14][CH:15]=3)[N:10]=[C:6]2[N:5]=[C:4]([NH:16][CH2:17][CH2:18][C:19]2[CH:24]=[CH:23][CH:22]=[CH:21][C:20]=2[O:25]CC2C=CC=CC=2)[N:3]=1.[H][H]>CO.[Pd]>[NH2:1][C:2]1[N:7]2[N:8]=[C:9]([C:11]3[O:12][CH:13]=[CH:14][CH:15]=3)[N:10]=[C:6]2[N:5]=[C:4]([NH:16][CH2:17][CH2:18][C:19]2[CH:24]=[CH:23][CH:22]=[CH:21][C:20]=2[OH:25])[N:3]=1. Reported procedure: A solution of the product of step (1) (0.9g) in methanol (150 ml) was hydrogenated at room-temperature and pressure using 10% palladium on carbon (0.9 g) catalyst. After the uptake of hydrogen was complete, the catalyst was filtered off and the solvent evaporated. The residue was crystallised from ethanol, and gave 7-amino-2-(2-furyl)-5-[2-(hydroxyphenyl)ethyl]amino-[1,2,4]triazolo[1,5-a][1,3,5]triazine, m.p. 260°-263° C. microanalysis, found: C, 57.2; H, 4.8; N, 28.6%; C16H15N7O2 (0.15) C2H5OH ... Product: C(C1=CC=CC=C1)OC1=C2C(N3C(C2=CC=C1)CNCC3)=O ((±)-1,3,4,10b-tetrahydro-7-benzyloxy-pyrazino[2,1-a]isoindol-6(2H)-one). Run at time 5 minute. Reactants: C(C)(C)(C)OC(=O)N1CC2N(C(C3=C(C=CC=C23)OCC2=CC=CC=C2)=O)CC1 (N-(t-butoxycarbonyl)-(±)-1,3,4,10b-tetrahydro-7-benzyloxy-pyrazino[2,1-a]isoindol-6(2H)-one), Cl (hydrogen chloride). As a reaction SMILES: C(OC([N:8]1[CH2:29][CH2:28][N:11]2[C:12](=[O:27])[C:13]3[C:18]([CH:10]2[CH2:9]1)=[CH:17][CH:16]=[CH:15][C:14]=3[O:19][CH2:20][C:21]1[CH:26]=[CH:25][CH:24]=[CH:23][CH:22]=1)=O)(C)(C)C.Cl>>[CH2:20]([O:19][C:14]1[CH:15]=[CH:16][CH:17]=[C:18]2[C:13]=1[C:12](=[O:27])[N:11]1[CH2:28][CH2:29][NH:8][CH2:9][CH:10]12)[C:21]1[CH:22]=[CH:23][CH:24]=[CH:25][CH:26]=1. Procedure: To N-(t-butoxycarbonyl)-(±)-1,3,4,10b-tetrahydro-7-benzyloxy-pyrazino[2,1-a]isoindol-6(2H)-one (31 mg, 0.08 mmol) was added concentrated aqueous hydrogen chloride (1 mL). After 5 min, the solution was concentrated, treated with saturated aqueous ammonium chloride, and reconcentrated. The resulting mixture was purified via radial chromatography (8% methanol in dichloromethane containing 2% ammonium hydroxide) to give (±)-1,3,4,10b-tetrahydro-7-benzyloxy-pyrazino[2,1-a]isoindol-6(2H)-one. This mat... Reactants: C1CCOC1, CCOP(=O)(Cc1ccc(C(=O)OC)cc1)OCC, C[Si](C)(C)[N-][Si](C)(C)C, CCCCCC(C=O)c1ccc2c(c1)OCCC2(C)C, [Li+]. Yields the product CCCCCC(C=Cc1ccc(C(=O)OC)cc1)c1ccc2c(c1)OCCC2(C)C. Reaction SMILES: [CH2:50]1[O:51][CH2:52][CH2:53][CH2:54]1.[CH3:1][O:2][C:3]([c:4]1[cH:5][cH:6][c:7]([CH2:10][P:11]([O:12][CH2:13][CH3:14])([O:15][CH2:16][CH3:17])=[O:18])[cH:8][cH:9]1)=[O:19].[CH3:20][Si:21]([N-:22][Si:23]([CH3:24])([CH3:25])[CH3:26])([CH3:27])[CH3:28].[CH3:30][C:31]1([CH3:49])[CH2:32][CH2:33][O:34][c:35]2[cH:36][c:37]([CH:41]([CH:42]=[O:43])[CH2:44][CH2:45][CH2:46][CH2:47][CH3:48])[cH:38][cH:39][c:40]21.[Li+:29]>>[CH3:1][O:2][C:3]([c:4]1[cH:5][cH:6][c:7]([CH:10]=[CH:42][CH:41]([c:37]2[cH:36][c:35]3[c:40]([cH:39][cH:38]2)[C:31]([CH3:30])([CH3:49])[CH2:32][CH2:33][O:34]3)[CH2:44][CH2:45][CH2:46][CH2:47][CH3:48])[cH:8][cH:9]1)=[O:19]. Procedure details: According to the procedure of Example 1, (E)-3-(2-hydroxy-phenyl)-2-methyl-acrylic acid methyl ester was prepared from ethyl(triphenyl-phosphoranylidene)acetate and salicylaldehyde. The reactants are COC(\C(=C\C1=C(C=CC=C1)O)\C)=O ((E)-3-(2-hydroxy-phenyl)-2-methyl-acrylic acid methyl ester), C(C)OC(C=P(C1=CC=CC=C1)(C1=CC=CC=C1)C1=CC=CC=C1)=O (ethyl(triphenyl-phosphoranylidene)acetate), C(C=1C(O)=CC=CC1)=O (salicylaldehyde). Reaction SMILES: [CH3:1][O:2][C:3](=[O:14])/[C:4](/C)=[CH:5]/[C:6]1[CH:11]=[CH:10][CH:9]=[CH:8][C:7]=1[OH:12].[CH2:15](OC(=O)C=P(C1C=CC=CC=1)(C1C=CC=CC=1)C1C=CC=CC=1)C.C(=O)C1C(=CC=CC=1)O>>[CH2:1]([O:2][C:3](=[O:14])/[CH:4]=[CH:5]/[C:6]1[CH:11]=[CH:10][CH:9]=[CH:8][C:7]=1[OH:12])[CH3:15]. Yields the product C(C)OC(\C=C\C1=C(C=CC=C1)O)=O ((E)-3-(2-Hydroxy-phenyl)-acrylic acid ethyl ester). The reactants are CC(C)(C)OC(=O)N1CCCC1CN, O=C([O-])[O-], CCN(C(C)C)C(C)C, N#Cc1ccc(Cl)nc1, [K+], [K+], Cc1ccccc1C. Product: CC(C)(C)OC(=O)N1CCCC1CNc1ccc(C#N)cn1. RXN SMILES: [C:1]([CH3:2])([CH3:3])([CH3:4])[O:5][C:6](=[O:7])[N:8]1[CH:9]([CH2:13][NH2:14])[CH2:10][CH2:11][CH2:12]1.[C:24](=[O:25])([O-:26])[O-:27].[CH:30]([N:31]([CH:32]([CH3:33])[CH3:34])[CH2:35][CH3:36])([CH3:37])[CH3:38].[Cl:15][c:16]1[n:17][cH:18][c:19]([C:20]#[N:21])[cH:22][cH:23]1.[K+:28].[K+:29].[c:39]1([CH3:40])[c:41]([CH3:42])[cH:43][cH:44][cH:45][cH:46]1>>[C:1]([CH3:2])([CH3:3])([CH3:4])[O:5][C:6](=[O:7])[N:8]1[CH:9]([CH2:13][NH:14][c:16]2[n:17][cH:18][c:19]([C:20]#[N:21])[cH:22][cH:23]2)[CH2:10][CH2:11][CH2:12]1. Starting materials: NC1=C(C(=NS1)SCC)C#N (5-amino-4-cyano-3-(ethylthio)-isothiazole), CN=C=O (methyl isocyanate), CN=C=O (methyl isocyanate). Reagents/catalysts: C(C)(=O)[O-].C(C)(=O)[O-].C(CCC)[Sn+2]CCCC (dibutyltin diacetate), C(C)(=O)[O-].C(C)(=O)[O-].C(CCC)[Sn+2]CCCC (dibutyltin diacetate). Solvent: O1CCCC1 (tetrahydrofuran). Reaction conditions: time 2 day. Yields the product CNC(=O)NC1=C(C(=NS1)SCC)C#N (1-methyl-3-(4-cyano-3-(ethylthio)-5-isothiazolyl)urea). RXN SMILES: [NH2:1][C:2]1[S:6][N:5]=[C:4]([S:7][CH2:8][CH3:9])[C:3]=1[C:10]#[N:11].[CH3:12][N:13]=[C:14]=[O:15]>C([O-])(=O)C.C([O-])(=O)C.C([Sn+2]CCCC)CCC.O1CCCC1>[CH3:12][NH:13][C:14]([NH:1][C:2]1[S:6][N:5]=[C:4]([S:7][CH2:8][CH3:9])[C:3]=1[C:10]#[N:11])=[O:15] |f:2.3.4|. Procedure details: A solution of 35.0 g of 5-amino-4-cyano-3-(ethylthio)-isothiazole, 11.9 g of methyl isocyanate, 50 drops of dibutyltin diacetate in 175 ml of dried tetrahydrofuran was heated under reflux during 15 hours. Thin-layer chromatographic analysis of the reaction mixture indicated the reaction was 50% complete. An additional 11 ml of methyl isocyanate and 10-15 drops of dibutyltin diacetate were added. The reaction mixture was heated with stirring for 2 days. Thin-layer chromatographic analysis of the ...